From a dataset of the Open Reaction Database (ORD), a public repository of structured organic reaction records. describe an organic reaction: reactants, conditions, products, and yield Starting materials: [Br-], C[Mg+], CCOCC, [Cl-], COc1ncc(Nc2ncc(C(C)=O)nc2-c2cc(N)nc(C)n2)cc1F, [NH4+], C1CCOC1. Product: COc1ncc(Nc2ncc(C(C)(C)O)nc2-c2cc(N)nc(C)n2)cc1F. Reaction SMILES: [Br-:28].[CH3:29][Mg+:30].[CH3:31][CH2:32][O:33][CH2:34][CH3:35].[Cl-:41].[NH2:1][c:2]1[cH:3][c:4](-[c:9]2[c:10]([NH:18][c:19]3[cH:20][n:21][c:22]([O:26][CH3:27])[c:23]([F:25])[cH:24]3)[n:11][cH:12][c:13]([C:15]([CH3:16])=[O:17])[n:14]2)[n:5][c:6]([CH3:8])[n:7]1.[NH4+:42].[O:36]1[CH2:37][CH2:38][CH2:39][CH2:40]1>>[NH2:1][c:2]1[cH:3][c:4](-[c:9]2[c:10]([NH:18][c:19]3[cH:20][n:21][c:22]([O:26][CH3:27])[c:23]([F:25])[cH:24]3)[n:11][cH:12][c:13]([C:15]([CH3:16])([OH:17])[CH3:31])[n:14]2)[n:5][c:6]([CH3:8])[n:7]1. Starting materials: C(CCl)Cl (EDC), COC1=CC=C(C=C1)CCC1=C(C(=O)O)C=CC=N1 (2-[2-(4-methoxyphenyl)ethyl]nicotinic acid), CN1C(=CC2=CC=CC=C12)CNC (1-methyl-2-(methylaminomethyl)indole), C=1C=CC2=C(C1)N=NN2O (HOBt), C(C)(C)N(CC)C(C)C (diisopropylethylamine). Solvent: O (H2O), O (H2O), CN(C)C=O (DMF). Reaction conditions: time 8 hour. The product is COC1=CC=C(C=C1)CCC1=C(C(=O)N(CC=2N(C3=CC=CC=C3C2)C)C)C=CC=N1 (2-[2-(4-Methoxyphenyl)ethyl]-N-methyl-N-[(1-methyl-1H-indol-2-yl)methyl]nicotinamide). Yield: 90.2%. Reaction SMILES: C(Cl)CCl.[CH3:5][O:6][C:7]1[CH:12]=[CH:11][C:10]([CH2:13][CH2:14][C:15]2[N:23]=[CH:22][CH:21]=[CH:20][C:16]=2[C:17]([OH:19])=O)=[CH:9][CH:8]=1.[CH3:24][N:25]1[C:33]2[C:28](=[CH:29][CH:30]=[CH:31][CH:32]=2)[CH:27]=[C:26]1[CH2:34][NH:35][CH3:36].C1C=CC2N(O)N=NC=2C=1.C(N(C(C)C)CC)(C)C>CN(C=O)C.O>[CH3:5][O:6][C:7]1[CH:8]=[CH:9][C:10]([CH2:13][CH2:14][C:15]2[N:23]=[CH:22][CH:21]=[CH:20][C:16]=2[C:17]([N:35]([CH3:36])[CH2:34][C:26]2[N:25]([CH3:24])[C:33]3[C:28]([CH:27]=2)=[CH:29][CH:30]=[CH:31][CH:32]=3)=[O:19])=[CH:11][CH:12]=1. Procedure details: EDC (0.60 g, 3.16 mmole) was added to a solution of 2-[2-(4-methoxyphenyl)ethyl]nicotinic acid (0.81 g, 3.16 mmole), 1-methyl-2-(methylaminomethyl)indole (0.50 g, 2.87 mmole), HOBt.H2O (0.43 g, 3.16 mmole), and diisopropylethylamine (0.55 mL, 3.16 mmole) in DMF (15 mL) at RT. The reaction was stirred overnight, then was diluted with H2O and extracted with EtOAc. Drying (Na2SO4), concentration, and flash chromatography on silica gel (5% MeOH/CHCl3) gave the title compound (1.07 g, 90%) as a visco...